describe an organic reaction: reactants, conditions, products, and yield From a dataset of the Open Reaction Database (ORD), a public repository of structured organic reaction records. Reaction SMILES: [H-].[Na+].[CH3:3][O:4][C:5]1[CH:54]=[CH:53][C:8]([C:9]([O:24][CH2:25][C@H:26]2[O:30][C@@H:29]([N:31]3[CH:39]=[C:37]([CH3:38])[C:35](=[O:36])[NH:34][C:32]3=[O:33])[CH2:28][C@:27]2([CH2:41][O:42]S(C2C=CC(C)=CC=2)(=O)=O)O)([C:18]2[CH:23]=[CH:22][CH:21]=[CH:20][CH:19]=2)[C:10]2[CH:15]=[CH:14][C:13](OC)=[CH:12][CH:11]=2)=[CH:7][CH:6]=1.C1C[O:58][CH2:57]C1>>[CH3:57][O:58][C:5]1([O:4][CH3:3])[CH:6]=[CH:7][C:8]([C:9]([O:24][CH2:25][C@H:26]2[O:30][C@@H:29]([N:31]3[CH:39]=[C:37]([CH3:38])[C:35](=[O:36])[NH:34][C:32]3=[O:33])[CH2:28][C@:27]32[CH2:41][O:42]3)([C:10]2[CH:11]=[CH:12][CH:13]=[CH:14][CH:15]=2)[C:18]2[CH:19]=[CH:20][CH:21]=[CH:22][CH:23]=2)=[CH:53][CH2:54]1 |f:0.1|. Isolated yield 8.5%. Starting materials: [H-].[Na+] (NaH), C1CCOC1 (THF), COC1=CC=C(C(C2=CC=C(C=C2)OC)(C2=CC=CC=C2)OC[C@@H]2[C@](C[C@@H](O2)N2C(=O)NC(=O)C(C)=C2)(O)COS(=O)(=O)C2=CC=C(C=C2)C)C=C1 (5′-O-(4,4′-dimethoxytrityl)-3′-p-toluensulfonyloxymethylthymidine), C1CCOC1 (THF). Reaction conditions: time 2 hour. Procedure: To a suspension of NaH (60% in mineral oil, 0.18 g; 7.5 mmol) in anhydrous THF (18 ml) at 0° C. under argon was added dropwise a solution of 5′-O-(4,4′-dimethoxytrityl)-3′-p-toluensulfonyloxymethylthymidine (1.5 g; 2.06 mmol) in THF (10 ml). The resulting reaction mixture was stirred at room temperature for 2 h, cooled to 0° C., and quenched by addition of water. The mixture was diluted with EtOAc (250 ml), washed with water (2×200 ml), then with 10% NaHCO3 (2×200 ml), dried over Na2SO4, and con... The product is COC1(CC=C(C(C2=CC=CC=C2)(C2=CC=CC=C2)OC[C@@H]2[C@]3(C[C@@H](O2)N2C(=O)NC(=O)C(C)=C2)OC3)C=C1)OC (5′-O-(4,4-dimethoxytrityl)-3′-C,O-methylene thymidine). Starting materials: O=C(C(=O)O)CC (2-ketobutyric acid), C(C)C1(C(C1)C(=O)N)CC (2,2-diethylcyclopropanecarboxamide), C1(=CC=CC=C1)C (toluene), ( 4A ). Solvent: O (H2O). The product is C(C)C1(C(C1)C(=O)N\C(\C(=O)O)=C/C)CC (Z-2-(2,2-Diethylcyclopropanecarboxamido)-2-butenoic acid). The yield is 9.7%. As a reaction SMILES: O=[C:2]([CH2:6][CH3:7])[C:3]([OH:5])=[O:4].[CH2:8]([C:10]1([CH2:16][CH3:17])[CH2:12][CH:11]1[C:13]([NH2:15])=[O:14])[CH3:9].C1(C)C=CC=CC=1>O>[CH2:8]([C:10]1([CH2:16][CH3:17])[CH2:12][CH:11]1[C:13]([NH:15]/[C:2](=[CH:6]\[CH3:7])/[C:3]([OH:5])=[O:4])=[O:14])[CH3:9]. Procedure: A mixture of 2.3 g of 2-ketobutyric acid, 2.0 g of 2,2-diethylcyclopropanecarboxamide, and 25 ml of toluene was heated under reflux for 16 hrs with removal of H2O by a modified Dean-Stark trap containing molecular sieves (4A). No product precipitated upon cooling. Ether (25 ml) was added and the mixture was extracted with saturated NaHCO3 (3 times). The combined extracts were acidified with concentrated HCl. The gummy precipitate crystallized when triturated with water. Recrystallization from et... Reactants: BrCc1ccccc1, COC(=O)C(Cc1cc(OC)c(OC)c(OC)c1)NC(=O)C(CC(C)C)=NO, CN(C)C=O, [Cl-], [H-], [NH4+], [Na+]. Yields the product COC(=O)C(Cc1cc(OC)c(OC)c(OC)c1)NC(=O)C(CC(C)C)=NOCc1ccccc1. RXN SMILES: [Br:31][CH2:32][c:33]1[cH:34][cH:35][cH:36][cH:37][cH:38]1.[CH3:1][O:2][C:3]([CH:4]([NH:5][C:6]([C:7]([CH2:8][CH:9]([CH3:10])[CH3:11])=[N:12][OH:13])=[O:14])[CH2:15][c:16]1[cH:17][c:18]([O:26][CH3:27])[c:19]([O:24][CH3:25])[c:20]([O:22][CH3:23])[cH:21]1)=[O:28].[CH3:41][N:42]([CH3:43])[CH:44]=[O:45].[Cl-:39].[H-:29].[NH4+:40].[Na+:30]>>[CH3:1][O:2][C:3]([CH:4]([NH:5][C:6]([C:7]([CH2:8][CH:9]([CH3:10])[CH3:11])=[N:12][O:13][CH2:32][c:33]1[cH:34][cH:35][cH:36][cH:37][cH:38]1)=[O:14])[CH2:15][c:16]1[cH:17][c:18]([O:26][CH3:27])[c:19]([O:24][CH3:25])[c:20]([O:22][CH3:23])[cH:21]1)=[O:28]. The reactants are O (water), C(=O)(C(F)(F)F)O (CF3COOH), CC#N (CH3CN), CC#N (CH3CN), FC1=C(OC2=CC=C(C=C2)C=2C(=NN(C2)C2OCCCC2)CN(CCN(C(OC(C)(C)C)=O)C)C)C=CC=C1 (tert-butyl 2-(((4-(4-(2-fluorophenoxy)phenyl)-1-(tetrahydro-2H-pyran-2-yl)-1H-pyrazol-3-yl)methyl)(methyl)amino)ethyl(methyl)carbamate). The solvent is Cl (hydrochloric acid). Conditions: time 10 minute. The product is FC(C(=O)O)(F)F.FC1=C(OC2=CC=C(C=C2)C=2C(=NNC2)CN(CCNC)C)C=CC=C1 (N1-((4-(4-(2-fluorophenoxy)phenyl)-1H-pyrazol-3-yl)methyl)-N1,N2-dimethylethane-1,2-diamine trifluoroacetate). Yield: 37.9%. As a reaction SMILES: [F:1][C:2]1[CH:39]=[CH:38][CH:37]=[CH:36][C:3]=1[O:4][C:5]1[CH:10]=[CH:9][C:8]([C:11]2[C:12]([CH2:22][N:23]([CH3:35])[CH2:24][CH2:25][N:26](C)[C:27](=O)OC(C)(C)C)=[N:13][N:14](C3CCCCO3)[CH:15]=2)=[CH:7][CH:6]=1.O.[C:41]([OH:47])([C:43]([F:46])([F:45])[F:44])=[O:42].CC#N>Cl>[F:44][C:43]([F:46])([F:45])[C:41]([OH:47])=[O:42].[F:1][C:2]1[CH:39]=[CH:38][CH:37]=[CH:36][C:3]=1[O:4][C:5]1[CH:6]=[CH:7][C:8]([C:11]2[C:12]([CH2:22][N:23]([CH3:35])[CH2:24][CH2:25][NH:26][CH3:27])=[N:13][NH:14][CH:15]=2)=[CH:9][CH:10]=1 |f:5.6|. Procedure: A solution of tert-butyl 2-(((4-(4-(2-fluorophenoxy)phenyl)-1-(tetrahydro-2H-pyran-2-yl)-1H-pyrazol-3-yl)methyl)(methyl)amino)ethyl(methyl)carbamate (160 mg, 0.30 mmol, 1.00 equiv) in 4N hydrochloric acid (10 mL) was stirred at 60° C. for 2 h. The resulting mixture was cooled to room temperature and concentrated under vacuum. The crude product was purified by Prep-HPLC with the following conditions (2#-Waters 2767-2(HPLC-08)): Column, XBridge Shield RP 18, 5 μm, 19×150 mm; mobile phase, water wi... The reactants are CN1C=C(C2=CC(=CC=C12)C)C=1C(=O)N(C(C1C1=CNC2=CC=C(C=C12)C)=O)C (2-(1,5-dimethyl-1H-indol-3-yl)-3-(5-methyl-1H-indol-3-yl)-N-methylmaleimide). The reagents and catalysts are [C].[Pd] (palladium-carbon). The solvent is CN(C)C=O (DMF). Run at time 1 day. Yields the product CN1C=C(C2=CC(=CC=C12)C)C1C(N(C(C1C1=CNC2=CC=C(C=C12)C)=O)C)=O (3-(1,5-dimethyl-1H-indol-3-yl)-4-(5-methyl-1H-indol-3-yl)-1-methyl-2,5-dioxopyrrolidine). Isolated yield 70.8%. Reaction SMILES: [CH3:1][N:2]1[C:10]2[C:5](=[CH:6][C:7]([CH3:11])=[CH:8][CH:9]=2)[C:4]([C:12]2[C:13]([N:15]([CH3:29])[C:16](=[O:28])[C:17]=2[C:18]2[C:26]3[C:21](=[CH:22][CH:23]=[C:24]([CH3:27])[CH:25]=3)[NH:20][CH:19]=2)=[O:14])=[CH:3]1>CN(C=O)C.[C].[Pd]>[CH3:1][N:2]1[C:10]2[C:5](=[CH:6][C:7]([CH3:11])=[CH:8][CH:9]=2)[C:4]([CH:12]2[CH:17]([C:18]3[C:26]4[C:21](=[CH:22][CH:23]=[C:24]([CH3:27])[CH:25]=4)[NH:20][CH:19]=3)[C:16](=[O:28])[N:15]([CH3:29])[C:13]2=[O:14])=[CH:3]1 |f:2.3|. Procedure details: To a solution of 2-(1,5-dimethyl-1H-indol-3-yl)-3-(5-methyl-1H-indol-3-yl)-N-methylmaleimide (100 mg, 0.26 mmol) in DMF (5 mL) was added a small amount of 10% palladium-carbon, and the whole was stirred at room temperature for 1 day under hydrogen atmosphere. The palladium-carbon was removed by filtration, and the filtrate was concentrated under reduced pressure. The residue was purified by column chromatography over silica gel (ethyl acetate:n-hexane =2:1) to obtain 3-(1,5-dimethyl-1H-indol-3-y... RXN SMILES: [Br:1][C:2]1[CH:7]=[CH:6][C:5]([OH:8])=[CH:4][CH:3]=1.CC([O-])(C)C.[K+].C(S([C:24]1[CH:29]=[CH:28][C:27]([S:30]([CH2:33][CH2:34][CH2:35][CH2:36][CH2:37][CH3:38])(=[O:32])=[O:31])=[CH:26][N:25]=1)(=O)=O)CCCCC.O>C1COCC1>[Br:1][C:2]1[CH:7]=[CH:6][C:5]([O:8][C:24]2[CH:29]=[CH:28][C:27]([S:30]([CH2:33][CH2:34][CH2:35][CH2:36][CH2:37][CH3:38])(=[O:31])=[O:32])=[CH:26][N:25]=2)=[CH:4][CH:3]=1 |f:1.2|. Solvent: C1CCOC1 (THF). Procedure details: To 4.33 g of 4-bromophenol dissolved in a 22 ml THF/22 ml DMSO mixture was added 3.1 g of t-BuOK and then 9.39 g of 2,5-bis(n-hexylsulfonyl)pyridine, and the resulting mixture heated at 59° C. for 1 hr. The reaction mixture was cooled to room temperature and then added to approximately 4 to 5 volumes of water. The yellow precipitate which formed was removed by filtration. Recrystallization from CH2Cl2 /ethanol gave the product, 2-(4-bromophenoxy)-5-(n-hexylsulfonyl)pyridine, (52% yield), as whit... Yields the product BrC1=CC=C(OC2=NC=C(C=C2)S(=O)(=O)CCCCCC)C=C1 (2-(4-bromophenoxy)-5-(n-hexylsulfonyl)pyridine). Isolated yield 52.0%. Reactants: O (water), BrC1=CC=C(C=C1)O (4-bromophenol), C(CCCCC)S(=O)(=O)C1=NC=C(C=C1)S(=O)(=O)CCCCCC (2,5-bis(n-hexylsulfonyl)pyridine), CC(C)(C)[O-].[K+] (t-BuOK). The reactants are O=C(c1ncc[nH]1)c1ncc[nH]1, COc1ccc(CNc2cccnc2CNC2CCN(C(=O)OC(C)(C)C)CC2)c(OC)c1, CN(C)C=O, O. Product: COc1ccc(CN2C(=O)N(C3CCN(C(=O)OC(C)(C)C)CC3)Cc3ncccc32)c(OC)c1. As a reaction SMILES: [C:1](=[O:2])([c:3]1[nH:4][cH:5][cH:6][n:7]1)[c:8]1[nH:9][cH:10][cH:11][n:12]1.[CH3:13][O:14][c:15]1[c:16]([CH2:17][NH:18][c:19]2[c:20]([CH2:25][NH:26][CH:27]3[CH2:28][CH2:29][N:30]([C:33](=[O:34])[O:35][C:36]([CH3:37])([CH3:38])[CH3:39])[CH2:31][CH2:32]3)[n:21][cH:22][cH:23][cH:24]2)[cH:40][cH:41][c:42]([O:44][CH3:45])[cH:43]1.[CH3:46][N:47]([CH3:48])[CH:49]=[O:50].[OH2:51]>>[C:1]1(=[O:2])[N:18]([CH2:17][c:16]2[c:15]([O:14][CH3:13])[cH:43][c:42]([O:44][CH3:45])[cH:41][cH:40]2)[c:19]2[c:20]([n:21][cH:22][cH:23][cH:24]2)[CH2:25][N:26]1[CH:27]1[CH2:28][CH2:29][N:30]([C:33](=[O:34])[O:35][C:36]([CH3:37])([CH3:38])[CH3:39])[CH2:31][CH2:32]1. Reactants: BrC1=CC2=C(N=C(S2)[C@@H]2C[C@H](C2)N2[C@@H](CCC2)C)C=C1 (Trans-6-bromo-2-{3-[(2R)-2-methylpyrrolidin-1-yl]cyclobutyl}-1,3-benzothiazole), CC=1C(NC=CC1)=O (3-methyl-2-pyridone), N=1NC(C=CC1)=O (3(2H)-pyridazinone). Product: CC=1C(N(C=CC1)C1=CC2=C(N=C(S2)[C@@H]2C[C@H](C2)N2CCCCC2)C=C1)=O (Trans-3-methyl-1-[2-(3-piperidin-1-ylcyclobutyl)-1,3-benzothiazol-6-yl]pyridin-2(1H)-one). RXN SMILES: Br[C:2]1[CH:20]=[CH:19][C:5]2[N:6]=[C:7]([C@H:9]3[CH2:12][C@H:11]([N:13]4[CH2:17][CH2:16][CH2:15][C@H:14]4[CH3:18])[CH2:10]3)[S:8][C:4]=2[CH:3]=1.[CH3:21][C:22]1[C:23](=[O:28])[NH:24][CH:25]=[CH:26][CH:27]=1.N1NC(=O)C=CC=1>>[CH3:21][C:22]1[C:23](=[O:28])[N:24]([C:2]2[CH:20]=[CH:19][C:5]3[N:6]=[C:7]([C@H:9]4[CH2:10][C@H:11]([N:13]5[CH2:18][CH2:14][CH2:15][CH2:16][CH2:17]5)[CH2:12]4)[S:8][C:4]=3[CH:3]=2)[CH:25]=[CH:26][CH:27]=1. Reported procedure: The title compound was prepared according to the procedure described in Example 22, substituting the product of Example 44A for the product of Example 1E and substituting 3-methyl-2-pyridone for 3(2H)-pyridazinone. 1H NMR (400 MHz, CDCl3) δ ppm 8.02 (d, J=8.59 Hz, 1H) 7.89 (d, J=2.15 Hz, 1H) 7.42 (dd, J=8.75, 1.99 Hz, 1H) 7.22-7.34 (m, 2H) 6.19 (t, J=6.75 Hz, 1H) 3.53-3.68 (m, 1H) 2.80-2.94 (m, 1H) 2.51-2.91 (m, 3H) 2.32-2.50 (m, 4H) 2.20 (s, 3H) 1.99-2.12 (m, 1H) 1.58-1.73 (m, 4H) 1.43-1.54 (m,... As a reaction SMILES: C([NH:3][C:4]1[S:5][CH:6]=[C:7]([C:9](=[N:25][O:26][CH2:27][CH2:28][Cl:29])[C:10]([NH:12][CH:13]2[C:23](=[O:24])[N:15]3[C:16]([C:20]([OH:22])=[O:21])=[CH:17][CH2:18][S:19][C@H:14]23)=[O:11])[N:8]=1)=O.Cl.CO>O1CCCC1>[NH2:3][C:4]1[S:5][CH:6]=[C:7]([C:9](=[N:25][O:26][CH2:27][CH2:28][Cl:29])[C:10]([NH:12][CH:13]2[C:23](=[O:24])[N:15]3[C:16]([C:20]([OH:22])=[O:21])=[CH:17][CH2:18][S:19][C@H:14]23)=[O:11])[N:8]=1. Product: NC=1SC=C(N1)C(C(=O)NC1[C@@H]2N(C(=CCS2)C(=O)O)C1=O)=NOCCCl (7-[2-(2-aminothiazol-4-yl)-2-(2-chloroethoxyimino)acetamido]-3-cephem-4-carboxylic acid). Solvent: O1CCCC1 (tetrahydrofuran). Procedure: 7-[2-(2-Formamidothiazol-4-yl)-2-(2-chloroethoxyimino)acetamido]-3-cephem-4-carboxylic acid (syn isomer, 1.8 g.), conc. hydrochloric acid (1.6 g.), methanol (27 ml.) and tetrahydrofuran (40 ml.) were treated in a similar manner to that of Example 15-(3) to give 7-[2-(2-aminothiazol-4-yl)-2-(2-chloroethoxyimino)acetamido]-3-cephem-4-carboxylic acid (syn isomer, 1.4 g.). Reactants: C(=O)NC=1SC=C(N1)C(C(=O)NC1[C@@H]2N(C(=CCS2)C(=O)O)C1=O)=NOCCCl (7-[2-(2-Formamidothiazol-4-yl)-2-(2-chloroethoxyimino)acetamido]-3-cephem-4-carboxylic acid), Cl (hydrochloric acid), CO (methanol). The yield is 82.8%.